From a dataset of the Open Reaction Database (ORD), a public repository of structured organic reaction records. describe an organic reaction: reactants, conditions, products, and yield Reactants: O=C(O)c1cnoc1-c1ccc(Br)cc1, C1CCNC1. Yields the product O=C(c1cnoc1-c1ccc(Br)cc1)N1CCCC1. RXN SMILES: [Br:1][c:2]1[cH:3][cH:4][c:5](-[c:8]2[c:9]([C:13](=[O:14])[OH:15])[cH:10][n:11][o:12]2)[cH:6][cH:7]1.[CH2:16]1[CH2:17][CH2:18][NH:19][CH2:20]1>>[Br:1][c:2]1[cH:3][cH:4][c:5](-[c:8]2[c:9]([C:13](=[O:15])[N:19]3[CH2:18][CH2:17][CH2:16][CH2:20]3)[cH:10][n:11][o:12]2)[cH:6][cH:7]1. Starting materials: ClC1=CC(=NC(=N1)I)N1CC2CCC(C1)O2 (3-(6-Chloro-2-iodo-pyrimidin-4-yl)-8-oxa-3-aza-bicyclo[3.2.1]octane), CC1(OB(OC1(C)C)C1=CC=C(C=C1)[N+](=O)[O-])C (4,4,5,5-tetramethyl-2-(4-nitrophenyl)-1,3,2-dioxaborolane), C(=O)([O-])[O-].[Na+].[Na+] (Na2CO3). Reagents/catalysts: C=1C=CC(=CC1)[P](C=2C=CC=CC2)(C=3C=CC=CC3)[Pd]([P](C=4C=CC=CC4)(C=5C=CC=CC5)C=6C=CC=CC6)([P](C=7C=CC=CC7)(C=8C=CC=CC8)C=9C=CC=CC9)[P](C=1C=CC=CC1)(C=1C=CC=CC1)C=1C=CC=CC1 (Pd(PPh3)4). Run in COCCOC (DME), C(C)(=O)OCC (ethyl acetate). Reaction conditions: temperature 100 celsius. Product: ClC1=CC(=NC(=N1)C1=CC=C(C=C1)[N+](=O)[O-])N1CC2CCC(C1)O2 (3-[6-Chloro-2-(4-nitro-phenyl)-pyrimidin-4-yl]-8-oxa-3-aza-bicyclo[3.2.1]octane). The yield is 77.5%. As a reaction SMILES: [Cl:1][C:2]1[N:7]=[C:6](I)[N:5]=[C:4]([N:9]2[CH2:15][CH:14]3[O:16][CH:11]([CH2:12][CH2:13]3)[CH2:10]2)[CH:3]=1.CC1(C)C(C)(C)OB([C:25]2[CH:30]=[CH:29][C:28]([N+:31]([O-:33])=[O:32])=[CH:27][CH:26]=2)O1.C([O-])([O-])=O.[Na+].[Na+]>COCCOC.C(OCC)(=O)C.C1C=CC([P]([Pd]([P](C2C=CC=CC=2)(C2C=CC=CC=2)C2C=CC=CC=2)([P](C2C=CC=CC=2)(C2C=CC=CC=2)C2C=CC=CC=2)[P](C2C=CC=CC=2)(C2C=CC=CC=2)C2C=CC=CC=2)(C2C=CC=CC=2)C2C=CC=CC=2)=CC=1>[Cl:1][C:2]1[N:7]=[C:6]([C:25]2[CH:30]=[CH:29][C:28]([N+:31]([O-:33])=[O:32])=[CH:27][CH:26]=2)[N:5]=[C:4]([N:9]2[CH2:15][CH:14]3[O:16][CH:11]([CH2:12][CH2:13]3)[CH2:10]2)[CH:3]=1 |f:2.3.4,^1:56,58,77,96|. Procedure details: In a 0.5-2 mL microwave vial was placed 3-(6-chloro-2-iodopyrimidin-4-yl)-8-oxa-3-azabicyclo[3.2.1]octane (16, 50 mg, 0.142 mmol) and 4,4,5,5-tetramethyl-2-(4-nitrophenyl)-1,3,2-dioxaborolane (35.4 mg, 0.142 mmol) in DME (1.5 ml) to give an orange solution. Na2CO3 (2M solution in water) (0.284 ml, 0.569 mmol) was added. The mixture was degassed by bubbling nitrogen through the solution. Pd(PPh3)4 (16.43 mg, 0.014 mmol) was added and the mixture was heated under microwave irradiation for 60 min a... Starting materials: NC(CC)C=1C(NC(=NN1)C1=CC(=CC=C1)[N+](=O)[O-])=O (6-(1-aminopropyl)-3-(3-nitrophenyl)-1,2,4-triazin-5(4H)-one), C(C)(C)(C)[C@H]1CC[C@H](CC1)C(=O)Cl (cis-4-tert.-butylcyclohexanecarbonyl chloride). The product is C(C)(C)(C)[C@H]1CC[C@H](CC1)C(=O)NC(CC)C=1C(NC(=NN1)C1=CC(=CC=C1)[N+](=O)[O-])=O (cis-4-tert-Butyl-N-{1-[3-(3-nitrophenyl)-5-oxo-4,5-dihydro-1,2,4-triazin-6-yl]-propyl}cyclohexanecarboxamide). As a reaction SMILES: [NH2:1][CH:2]([C:5]1[C:6](=[O:20])[NH:7][C:8]([C:11]2[CH:16]=[CH:15][CH:14]=[C:13]([N+:17]([O-:19])=[O:18])[CH:12]=2)=[N:9][N:10]=1)[CH2:3][CH3:4].[C:21]([C@@H:25]1[CH2:30][CH2:29][C@H:28]([C:31](Cl)=[O:32])[CH2:27][CH2:26]1)([CH3:24])([CH3:23])[CH3:22]>>[C:21]([C@@H:25]1[CH2:26][CH2:27][C@H:28]([C:31]([NH:1][CH:2]([C:5]2[C:6](=[O:20])[NH:7][C:8]([C:11]3[CH:16]=[CH:15][CH:14]=[C:13]([N+:17]([O-:19])=[O:18])[CH:12]=3)=[N:9][N:10]=2)[CH2:3][CH3:4])=[O:32])[CH2:29][CH2:30]1)([CH3:24])([CH3:22])[CH3:23]. Procedure: In analogy to the procedure for Example 16A, 3.2 g (11.6 mmol) 6-(1-aminopropyl)-3-(3-nitrophenyl)-1,2,4-triazin-5(4H)-one (Example 15A), 2.4 g (11.6 mmol) cis-4-tert.-butylcyclohexanecarbonyl chloride (Example 42A) and proportionate amounts of the other reagents are used. The crude product is used in the next step without further purification. The reactants are N1=CC(=CC=C1)C=CC(=O)O (3-(3-pyridyl)-acrylic acid), Cl.O=C1N(C(C=C1C1=CC=CC=C1)=O)CCCCN (4-(2,5-dioxo-3-phenyl-2,5-dihydropyrrol-1-yl)-butylamine hydrochloride), TEA, C=1C=CC2=C(C1)N=NN2O (HOBT), C(CCl)Cl (EDC). Run in ClCCl (dichloromethane), ClCCl (dichloromethane). Run at time 30 minute. The product is O=C1N(C(C=C1C1=CC=CC=C1)=O)CCCCNC(C=CC=1C=NC=CC1)=O (N-[4-(2,5-dioxo-3-phenyl-2,5-dihydropyrrol-1-yl)-butyl]-3-pyridin-3-yl-acrylamide). RXN SMILES: [N:1]1[CH:6]=[CH:5][CH:4]=[C:3]([CH:7]=[CH:8][C:9]([OH:11])=O)[CH:2]=1.C1C=CC2N(O)N=NC=2C=1.C(Cl)CCl.Cl.[O:27]=[C:28]1[C:32]([C:33]2[CH:38]=[CH:37][CH:36]=[CH:35][CH:34]=2)=[CH:31][C:30](=[O:39])[N:29]1[CH2:40][CH2:41][CH2:42][CH2:43][NH2:44]>ClCCl>[O:27]=[C:28]1[C:32]([C:33]2[CH:38]=[CH:37][CH:36]=[CH:35][CH:34]=2)=[CH:31][C:30](=[O:39])[N:29]1[CH2:40][CH2:41][CH2:42][CH2:43][NH:44][C:9](=[O:11])[CH:8]=[CH:7][C:3]1[CH:2]=[N:1][CH:6]=[CH:5][CH:4]=1 |f:3.4|. Procedure details: 2.7 g (17.8 mmol) 3-(3-pyridyl)-acrylic acid and 1.8 g (17.8 mmol) TEA are suspended in 50 ml abs. dichloromethane and cooled to ca. 0° C. under moisture exclusion. 3.1 g (17.8 mmol) 88% HOBT and 3.4 g (17.8 mmol) EDC are added and the mixture is stirred for 30 min under ice cooling. 5.0 g (17.8 mmol) 4-(2,5-dioxo-3-phenyl-2,5-dihydropyrrol-1-yl)-butylamine hydrochloride are dissolved in 30 ml abs. dichloromethane and added dropwise under ice cooling. The mixture is stirred overnight at RT witho... The reactants are OC(CCl)c1ccc2c(c1)OCO2, CCN, CCO. Yields the product CCNCC(O)c1ccc2c(c1)OCO2, Cl. Reaction SMILES: [CH2:1]1[O:2][c:3]2[cH:4][c:5]([CH:10]([CH2:11][Cl:12])[OH:13])[cH:6][cH:7][c:8]2[O:9]1.[CH3:14][CH2:15][NH2:16].[CH3:17][CH2:18][OH:19]>>[CH2:1]1[O:2][c:3]2[cH:4][c:5]([CH:10]([CH2:11][NH:16][CH2:15][CH3:14])[OH:13])[cH:6][cH:7][c:8]2[O:9]1.[ClH:12]. Starting materials: C1(=CC=CC=C1)C1=NC(=NC=C1)N1CC2CNCC2C1 (2-(4-Phenyl-pyrimidin-2-yl)-octahydro-pyrrolo[3,4-c]pyrrole), ClC=1C=C(C=CC1)C=1C(=CC=CC1)C(=O)O (3′-chloro-biphenyl-2-carboxylic acid). Yields the product ClC=1C=C(C=CC1)C1=C(C=CC=C1)C(=O)N1CC2CN(CC2C1)C1=NC=CC(=N1)C1=CC=CC=C1 ((3′-Chloro-biphenyl-2-yl)-[5-(4-phenyl-pyrimidin-2-yl)-hexahydro-pyrrolo[3,4-c]pyrrol-2-yl]-methanone). Reaction SMILES: [C:1]1([C:7]2[CH:12]=[CH:11][N:10]=[C:9]([N:13]3[CH2:20][CH:19]4[CH:15]([CH2:16][NH:17][CH2:18]4)[CH2:14]3)[N:8]=2)[CH:6]=[CH:5][CH:4]=[CH:3][CH:2]=1.[Cl:21][C:22]1[CH:23]=[C:24]([C:28]2[C:29]([C:34](O)=[O:35])=[CH:30][CH:31]=[CH:32][CH:33]=2)[CH:25]=[CH:26][CH:27]=1>>[Cl:21][C:22]1[CH:23]=[C:24]([C:28]2[CH:33]=[CH:32][CH:31]=[CH:30][C:29]=2[C:34]([N:17]2[CH2:16][CH:15]3[CH:19]([CH2:20][N:13]([C:9]4[N:8]=[C:7]([C:1]5[CH:2]=[CH:3][CH:4]=[CH:5][CH:6]=5)[CH:12]=[CH:11][N:10]=4)[CH2:14]3)[CH2:18]2)=[O:35])[CH:25]=[CH:26][CH:27]=1. Procedure details: The title compound was prepared in a manner analogous to Example 15 utilizing Intermediate 26 and 3′-chloro-biphenyl-2-carboxylic acid. MS (ESI): mass calculated for C29H25ClN4O, 480.99; m/z found 481.2 [M+H]+. The reactants are C(C)(=O)C([C@@H]1[C@H](C[C@@H](O1)N1C(=O)NC(=O)C(=C1)I)N=[N+]=[N-])O (5'-Acetyl-3'-azido-2',3'-dideoxy-5-iodouridine), [C-]#N.[K+] (KCN), CC(=O)[O-].[K+] (KOAc), N(=[N+]=[N-])[C@H]1C[C@@H](O[C@@H]1CO)N1C(=O)NC(=S)C(C)=C1 (3'-Azido-3'-deoxy-4-thiothymidine). The solvent is CS(=O)C (DMSO). The product is C(C)(=O)C([C@@H]1[C@H](C[C@@H](O1)N1C(=O)NC(=O)C(=C1)C#N)N=[N+]=[N-])O (5'-acetyl-3'-azido-5-cyano-2',3'-dideoxyuridine). Reaction SMILES: [C:1]([CH:4]([OH:22])[C@H:5]1[O:9][C@@H:8]([N:10]2[CH:17]=[C:16](I)[C:14](=[O:15])[NH:13][C:11]2=[O:12])[CH2:7][C@@H:6]1[N:19]=[N+:20]=[N-:21])(=[O:3])[CH3:2].[C-]#N.[K+].CC([O-])=O.[K+].[N:31]([C@@H:34]1[C@@H](CO)O[C@@H](N2C=C(C)C(=S)NC2=O)C1)=[N+]=[N-]>CS(C)=O>[C:1]([CH:4]([OH:22])[C@H:5]1[O:9][C@@H:8]([N:10]2[CH:17]=[C:16]([C:34]#[N:31])[C:14](=[O:15])[NH:13][C:11]2=[O:12])[CH2:7][C@@H:6]1[N:19]=[N+:20]=[N-:21])(=[O:3])[CH3:2] |f:1.2,3.4|. Procedure: 5'-Acetyl-3'-azido-2',3'-dideoxy-5-iodouridine(0.5 g, 1.2 mMol, Ex.) was treated with KCN(0.1 g, 1.6 mMol) and KOAc(0.15 g, 1.6 mMol) in anhydrous DMSO at 105° C. for 90 minutes in a method analogous to (1). The DMSO was evaporated in vacuo and the residue chromatographed on silica gel, eluted with CHCl3 then with 20:1 CHCl3/MeOH (v/v). Collection of appropriate fractions followed by evaporation of the solvents gave pure 5'-acetyl-3'-azido-5-cyano-2',3'-dideoxyuridine. This material was dissolve... Starting materials: O=C1CCC(=O)N1Cl, N#Cc1ccc(Oc2cccnc2N)cc1, CN(C)C=O, O. Yields the product N#Cc1ccc(Oc2cc(Cl)cnc2N)cc1. RXN SMILES: [Cl:17][N:18]1[C:19](=[O:20])[CH2:21][CH2:22][C:23]1=[O:24].[NH2:1][c:2]1[n:3][cH:4][cH:5][cH:6][c:7]1[O:8][c:9]1[cH:10][cH:11][c:12]([C:13]#[N:14])[cH:15][cH:16]1.[O:26]=[CH:27][N:28]([CH3:29])[CH3:30].[OH2:25]>>[NH2:1][c:2]1[n:3][cH:4][c:5]([Cl:17])[cH:6][c:7]1[O:8][c:9]1[cH:10][cH:11][c:12]([C:13]#[N:14])[cH:15][cH:16]1.